This data is from the Open Reaction Database (ORD), a public repository of structured organic reaction records. The task is: describe an organic reaction: reactants, conditions, products, and yield Reactants: [Br-], CON(C)C(=O)c1cnc(N2CCN(C(=O)OC(C)(C)C)CC2)c(Cl)c1, C1CCOC1, C[Mg+], CCOC(C)=O, [Na+], O=C([O-])O. Product: CC(=O)c1cnc(N2CCN(C(=O)OC(C)(C)C)CC2)c(Cl)c1. RXN SMILES: [Br-:27].[C:1]([CH3:2])([CH3:3])([CH3:4])[O:5][C:6](=[O:7])[N:8]1[CH2:9][CH2:10][N:11]([c:14]2[n:15][cH:16][c:17]([C:21]([N:22]([O:23][CH3:24])[CH3:25])=[O:26])[cH:18][c:19]2[Cl:20])[CH2:12][CH2:13]1.[CH2:41]1[O:42][CH2:43][CH2:44][CH2:45]1.[CH3:28][Mg+:29].[CH3:35][CH2:36][O:37][C:38]([CH3:39])=[O:40].[Na+:34].[O-:30][C:31]([OH:32])=[O:33]>>[C:1]([CH3:2])([CH3:3])([CH3:4])[O:5][C:6](=[O:7])[N:8]1[CH2:9][CH2:10][N:11]([c:14]2[n:15][cH:16][c:17]([C:21](=[O:26])[CH3:31])[cH:18][c:19]2[Cl:20])[CH2:12][CH2:13]1.